This data is from the Open Reaction Database (ORD), a public repository of structured organic reaction records. The task is: describe an organic reaction: reactants, conditions, products, and yield Starting materials: [N+](=O)([O-])C1=CC=C(C(=O)NC2=CC3=C(OC4=C3CCCC4)C=C2)C=C1 (4-nitro-N-(6,7,8,9-tetrahydro-dibenzofuran-2-yl)-benzamide). The reagents and catalysts are [Ni] (Raney nickel). Run in C(C)O (ethanol). Product: NC1=CC=C(C(=O)NC2=CC3=C(OC4=C3CCCC4)C=C2)C=C1 (4-amino-N-(6,7,8,9-tetrahydro-dibenzofuran-2-yl)-benzamide). The yield is 26.1%. Reaction SMILES: [N+:1]([C:4]1[CH:25]=[CH:24][C:7]([C:8]([NH:10][C:11]2[CH:23]=[CH:22][C:14]3[O:15][C:16]4[CH2:21][CH2:20][CH2:19][CH2:18][C:17]=4[C:13]=3[CH:12]=2)=[O:9])=[CH:6][CH:5]=1)([O-])=O>[Ni].C(O)C>[NH2:1][C:4]1[CH:25]=[CH:24][C:7]([C:8]([NH:10][C:11]2[CH:23]=[CH:22][C:14]3[O:15][C:16]4[CH2:21][CH2:20][CH2:19][CH2:18][C:17]=4[C:13]=3[CH:12]=2)=[O:9])=[CH:6][CH:5]=1. Reported procedure: A mixture of 4-nitro-N-(6,7,8,9-tetrahydro-dibenzofuran-2-yl)-benzamide (0.67 g, 2.0 mmol) and Raney nickel (-1 g wet weight) in ethanol (200 mL) was hydrogenated at 40 PSI on a Parr shaker overnight. The mixture was filtered through Celite® and the filtrate was concentrated. The crude solid was recrystallized from acetonitrile to give 4-amino-N-(6,7,8,9-tetrahydro-dibenzofuran-2-yl)-benzamide (0.16 g). Mp 207-208° C; Anal. Calcd. for C19H18N2O2: C, 74.49; H, 5.92; N, 9.14; Found: C, 74.29; H, 5... The reactants are [BH3-]C#N, C1COCCN1, CC(=O)O, [Na+], CCCc1c(Cc2ccc(-c3ccccc3C#N)cc2)c(=O)n(C2CCC(=O)CC2)c2ncnn12, O. Product: CCCc1c(Cc2ccc(-c3ccccc3C#N)cc2)c(=O)n(C2CCC(N3CCOCC3)CC2)c2ncnn12. RXN SMILES: [C:42]([BH3-:43])#[N:44].[CH2:36]1[CH2:37][O:38][CH2:39][CH2:40][NH:41]1.[CH3:47][C:48](=[O:49])[OH:50].[Na+:45].[O:1]=[c:2]1[n:3]([CH:29]2[CH2:30][CH2:31][C:32](=[O:35])[CH2:33][CH2:34]2)[c:4]2[n:5]([c:6]([CH2:23][CH2:24][CH3:25])[c:7]1[CH2:8][c:9]1[cH:10][cH:11][c:12](-[c:15]3[c:16]([C:21]#[N:22])[cH:17][cH:18][cH:19][cH:20]3)[cH:13][cH:14]1)[n:26][cH:27][n:28]2.[OH2:46]>>[O:1]=[c:2]1[n:3]([CH:29]2[CH2:30][CH2:31][CH:32]([N:41]3[CH2:36][CH2:37][O:38][CH2:39][CH2:40]3)[CH2:33][CH2:34]2)[c:4]2[n:5]([c:6]([CH2:23][CH2:24][CH3:25])[c:7]1[CH2:8][c:9]1[cH:10][cH:11][c:12](-[c:15]3[c:16]([C:21]#[N:22])[cH:17][cH:18][cH:19][cH:20]3)[cH:13][cH:14]1)[n:26][cH:27][n:28]2. The reactants are C(#N)C1=CC=C(C(=O)N)C=C1 (p-Cyanobenzamide), S(O)(O)(=O)=O (sulfuric acid), C(C)O (ethanol). Isolated yield 75.9%. Procedure details: p-Cyanobenzamide (73.0 g, 0.5 mol) which has a purity of 99% or more and ethanol (657.0 g) were placed in a 2 l-separable flask, and the mixture was allowed to react at 78° C. for 19 hours while a 95% sulfuric acid (51.6 g) was added thereto with stirring. Gas chromatographic analysis revealed that the reaction mixture contained 66.5 g of ethyl p-cyanobenzoate (yield 76%). Reaction SMILES: [C:1]([C:3]1[CH:11]=[CH:10][C:6]([C:7](N)=[O:8])=[CH:5][CH:4]=1)#[N:2].S(=O)(=O)(O)O.[CH2:17]([OH:19])[CH3:18]>>[C:1]([C:3]1[CH:11]=[CH:10][C:6]([C:7]([O:19][CH2:17][CH3:18])=[O:8])=[CH:5][CH:4]=1)#[N:2]. Yields the product C(#N)C1=CC=C(C(=O)OCC)C=C1 (ethyl p-cyanobenzoate). Reactants: C(C)(C)N1CCC(C2=CC(=CC=C12)N(C1=CC=C(C(=O)OCC)C=C1)CCC(C)C)(C)C (Ethyl 4-[(1-isopropyl-4,4-dimethyl-1,2,3,4-tetrahydroquinolin-6-yl) (3-methylbutyl)amino]benzoate), C(C)(C)N1CCC(C2=CC(=CC=C12)N(C1=CC=C(C(=O)OCC)C=C1)CCC(C)C)(C)C (Ethyl 4-[(1-isopropyl-4,4-dimethyl-1,2,3,4-tetrahydroquinolin-6-yl) (3-methylbutyl)amino]benzoate), [OH-].[K+] (KOH). The solvent is C(C)O (ethanol). Run at temperature 40 celsius, time 24 hour. Product: C(C)(C)N1CCC(C2=CC(=CC=C12)N(C1=CC=C(C(=O)O)C=C1)CCC(C)C)(C)C (4-[(1-Isopropyl-4,4-dimethyl-1,2,3,4-tetrahydroquinolin-6-yl)(3-methylbutyl)amino]-benzoic Acid). Yield: 73.4%. RXN SMILES: [CH:1]([N:4]1[C:13]2[C:8](=[CH:9][C:10]([N:14]([CH2:26][CH2:27][CH:28]([CH3:30])[CH3:29])[C:15]3[CH:25]=[CH:24][C:18]([C:19]([O:21]CC)=[O:20])=[CH:17][CH:16]=3)=[CH:11][CH:12]=2)[C:7]([CH3:32])([CH3:31])[CH2:6][CH2:5]1)([CH3:3])[CH3:2].[OH-].[K+]>C(O)C>[CH:1]([N:4]1[C:13]2[C:8](=[CH:9][C:10]([N:14]([CH2:26][CH2:27][CH:28]([CH3:30])[CH3:29])[C:15]3[CH:16]=[CH:17][C:18]([C:19]([OH:21])=[O:20])=[CH:24][CH:25]=3)=[CH:11][CH:12]=2)[C:7]([CH3:32])([CH3:31])[CH2:6][CH2:5]1)([CH3:3])[CH3:2] |f:1.2|. Reported procedure: Ethyl 4-[(1-isopropyl-4,4-dimethyl-1,2,3,4-tetrahydroquinolin-6-yl) (3-methylbutyl)amino]benzoate (Compound 13, 20 mg, 0.05 mmol) was dissolved in ethanol (4.0 mL) and the solution treated with 1.4 M KOH (1.0 mL). The solution was heated to 40° C. and stirred for 24 hours. The solution was cooled and concentrated under reduced pressure. The residue was diluted with water, acidified with 10% HCl, and extracted with ethyl acetate (2×). The combined organic layers were washed with brine, dried (MgS... Reactants: C(C1=CC=CC=C1)N1CCC(CC1)NC (1-benzyl-4-(methylamino)piperidine), BrC1=NC=CC=C1OC(C)C (2-Bromo-3-(1-methylethoxy)pyridine), BrC1=NC=CC=C1OCC (2-bromo-3-ethoxypyridine). Yields the product C(C1=CC=CC=C1)N1CCC(CC1)N(C1=NC=CC=C1OC(C)C)CC (1-Benzyl-4-[N-ethyl-N-(3-(1-methylethoxy)-2-pyridinyl)amino]piperidine). Reaction SMILES: [CH2:1]([N:8]1[CH2:13][CH2:12][CH:11]([NH:14][CH3:15])[CH2:10][CH2:9]1)[C:2]1[CH:7]=[CH:6][CH:5]=[CH:4][CH:3]=1.BrC1[C:22]([O:23][CH:24]([CH3:26])[CH3:25])=[CH:21][CH:20]=[CH:19][N:18]=1.Br[C:28]1[C:33](OCC)=CC=CN=1>>[CH2:1]([N:8]1[CH2:13][CH2:12][CH:11]([N:14]([CH2:28][CH3:33])[C:15]2[C:22]([O:23][CH:24]([CH3:25])[CH3:26])=[CH:21][CH:20]=[CH:19][N:18]=2)[CH2:10][CH2:9]1)[C:2]1[CH:3]=[CH:4][CH:5]=[CH:6][CH:7]=1. Reported procedure: Following the general procedure of EXAMPLE 70, and making non-critical variations but substituting 1-benzyl-4-(ethylamino)piperidine (EXAMPLE 11) for 1-benzyl-4-(methylamino)piperidine and 2-bromo-3-(1-methylethoxy)pyridine (EXAMPLE 76) for 2-bromo-3-ethoxypyridine, the title compound is obtained, NMR (CDCl3) 7.84, 7.32-7.22, 6.99, 6.68, 4.52, 3.82, 3.49, 3.40, 2.94, 2.00, 1.85, 1.73, 1.31 and 1.02δ.